The task is: describe an organic reaction: reactants, conditions, products, and yield. This data is from the Open Reaction Database (ORD), a public repository of structured organic reaction records. The reactants are FC1=C(C=C(C=C1)Br)OC1=CC=CC=C1 (4-fluoro-3-phenoxyphenyl bromide), [Mg] (magnesium), C(C)(=O)OCC(=CC(C)(C)C1=CC=C(C=C1)OCC)F (4-(4-Ethoxyphenyl)-2-fluoro-4-methylpent-2-enyl acetate), Grignard reagent. Solvent: O1CCCC1 (tetrahydrofuran). Yields the product C(C)OC1=CC=C(C=C1)C(C=C(CC1=CC(=C(C=C1)F)OC1=CC=CC=C1)F)(C)C (4-(4-Ethoxyphenyl)-2-fluoro-1-(4-fluoro-3-phenoxyphenyl)-4-methylpent-2-ene). Yield: 20.6%. RXN SMILES: [F:1][C:2]1[CH:7]=[CH:6][C:5](Br)=[CH:4][C:3]=1[O:9][C:10]1[CH:15]=[CH:14][CH:13]=[CH:12][CH:11]=1.[Mg].C(O[CH2:21][C:22]([F:36])=[CH:23][C:24]([C:27]1[CH:32]=[CH:31][C:30]([O:33][CH2:34][CH3:35])=[CH:29][CH:28]=1)([CH3:26])[CH3:25])(=O)C>O1CCCC1>[CH2:34]([O:33][C:30]1[CH:31]=[CH:32][C:27]([C:24]([CH3:25])([CH3:26])[CH:23]=[C:22]([F:36])[CH2:21][C:5]2[CH:6]=[CH:7][C:2]([F:1])=[C:3]([O:9][C:10]3[CH:15]=[CH:14][CH:13]=[CH:12][CH:11]=3)[CH:4]=2)=[CH:28][CH:29]=1)[CH3:35]. Procedure details: The method of Example 16 was repeated using a Grignard reagent, prepared from 4-fluoro-3-phenoxyphenyl bromide (0.28 g), tetrahydrofuran (2 ml) and magnesium (20 mg), and 4-(4-ethoxyphenyl)-2-fluoro-4-methylpent-2-enyl acetate (Example 14) (60 mg). The residue after evaporation was purified by preparative thin layer chromatography (solvent: diethyl ether/hexane; 1:9) and then preparative high performance liquid chromatography (column: C18: solvent: 5% water in methanol; flow rate: 3 ml/min) to g...